From a dataset of the Open Reaction Database (ORD), a public repository of structured organic reaction records. describe an organic reaction: reactants, conditions, products, and yield The reactants are C(C)(C)(C)OC(=O)NC1=C(C=CC=C1)B(O)O (2-(tert-butoxycarbonylamino)phenylboronic acid), ClC=1C(=NC=C(C1)OC)C#N (3-chloro-5-methoxypicolinonitrile), tetrakis(triphenyl-phosphine)palladium, C([O-])([O-])=O.[K+].[K+] (potassium carbonate). Solvent: CO (methanol), ClCCl (dichloromethane), O (water), C1(=CC=CC=C1)C (toluene). Run at temperature 100 celsius, time 8 hour. The product is COC=1C=NC2=C(N=C3C(=C2C1)C=CC=C3)N (2-methoxybenzo[f][1,7]naphthyridin-5-amine). As a reaction SMILES: C(OC([NH:8][C:9]1[CH:14]=[CH:13][CH:12]=[CH:11][C:10]=1B(O)O)=O)(C)(C)C.Cl[C:19]1[C:20]([C:27]#[N:28])=[N:21][CH:22]=[C:23]([O:25][CH3:26])[CH:24]=1.C(=O)([O-])[O-].[K+].[K+]>C1(C)C=CC=CC=1.CO.ClCCl.O>[CH3:26][O:25][C:23]1[CH:22]=[N:21][C:20]2[C:19]([CH:24]=1)=[C:10]1[CH:11]=[CH:12][CH:13]=[CH:14][C:9]1=[N:8][C:27]=2[NH2:28] |f:2.3.4|. Procedure: A solution of 2-(tert-butoxycarbonylamino)phenylboronic acid (1.0 eq.) and 3-chloro-5-methoxypicolinonitrile (from step 1) (1.0 eq.) in toluene (0.44 M) was mixed with tetrakis(triphenyl-phosphine)palladium (5 mol %) and 2N aqueous potassium carbonate solution (2.0 eq.). The reaction was heated to 100° C. and stirred overnight. After cooling to ambient temperature, the reaction content was diluted with 2% methanol in dichloromethane and water. The two phases were separated, and the aqueous layer...